Dataset: the Open Reaction Database (ORD), a public repository of structured organic reaction records. Task: describe an organic reaction: reactants, conditions, products, and yield Starting materials: CS(=O)(=O)c1cccc(C(=O)O)c1, [K+], O=[N+]([O-])[O-], O=S(=O)(O)O. Product: CS(=O)(=O)c1cc(C(=O)O)cc([N+](=O)[O-])c1. Reaction SMILES: [CH3:1][S:2](=[O:3])(=[O:4])[c:5]1[cH:6][c:7]([C:8](=[O:9])[OH:10])[cH:11][cH:12][cH:13]1.[K+:14].[O-:15][N+:16]([O-:17])=[O:18].[S:19](=[O:20])(=[O:21])([OH:22])[OH:23]>>[CH3:1][S:2](=[O:3])(=[O:4])[c:5]1[cH:6][c:7]([C:8](=[O:9])[OH:10])[cH:11][c:12]([N+:16](=[O:15])[O-:17])[cH:13]1. Reactants: O=C(CCl)N1CCN(Cc2ccccc2)CC1CO, C1CCOC1, [H-], [Na+]. Product: O=C1COCC2CN(Cc3ccccc3)CCN12. As a reaction SMILES: [CH2:1]([c:2]1[cH:3][cH:4][cH:5][cH:6][cH:7]1)[N:8]1[CH2:9][CH:10]([CH2:18][OH:19])[N:11]([C:14]([CH2:15][Cl:16])=[O:17])[CH2:12][CH2:13]1.[CH2:22]1[O:23][CH2:24][CH2:25][CH2:26]1.[H-:20].[Na+:21]>>[CH2:1]([c:2]1[cH:3][cH:4][cH:5][cH:6][cH:7]1)[N:8]1[CH2:9][CH:10]2[N:11]([CH2:12][CH2:13]1)[C:14](=[O:17])[CH2:15][O:19][CH2:18]2. Starting materials: CC=1C=C(C=CC1C)NN (3,4-dimethylphenylhydrazine), C(CC(=O)C)(=O)OCC (ethyl acetoacetate). Run in C(C)(=O)O (acetic acid). The product is CC=1C=C(C=CC1C)N1NC(=CC1=O)C (1-(3,4-Dimethylphenyl)-3-methyl-3-pyrazolin-5-one). Yield: 156.7%. Reaction SMILES: [CH3:1][C:2]1[CH:3]=[C:4]([NH:9][NH2:10])[CH:5]=[CH:6][C:7]=1[CH3:8].[C:11](OCC)(=[O:16])[CH2:12][C:13]([CH3:15])=O>C(O)(=O)C>[CH3:1][C:2]1[CH:3]=[C:4]([N:9]2[C:11](=[O:16])[CH:12]=[C:13]([CH3:15])[NH:10]2)[CH:5]=[CH:6][C:7]=1[CH3:8]. Procedure: A solution of 3,4-dimethylphenylhydrazine (7.3 g; 0.053 mol.) and ethyl acetoacetate (6.9 g; 0.053 mol.) in glacial acetic acid (50.0 mL) was stirred and heated at 100° for 24h. The solvent was evaporated and the product purified by chromatography (silica gel, 50% ethyl acetate/hexanes) to afford the title compound (16.8 g; 64%). MS(ES) m/z 203 [M+H]. The reactants are Cl.C(#N)CCCC1CCNCC1 (4-(3-cyanoprop-1-yl)-piperidin hydrochloride), ClC1=C(C=CC=C1)C(Br)C1=C(C=CC=C1)Cl (bis(2-chlorophenyl)-bromomethane), C([O-])([O-])=O.[K+].[K+] (potassium carbonate), O (water). The solvent is CC(=O)C (acetone). The product is ClC1=C(C=CC=C1)C(N1CCC(CC1)CCCC#N)C1=C(C=CC=C1)Cl (4-{1-[bis(2-chlorophenyl)-methyl]-piperidin-4-yl}-butyronitrile). RXN SMILES: Cl.[C:2]([CH2:4][CH2:5][CH2:6][CH:7]1[CH2:12][CH2:11][NH:10][CH2:9][CH2:8]1)#[N:3].[Cl:13][C:14]1[CH:19]=[CH:18][CH:17]=[CH:16][C:15]=1[CH:20]([C:22]1[CH:27]=[CH:26][CH:25]=[CH:24][C:23]=1[Cl:28])Br.C(=O)([O-])[O-].[K+].[K+].O>CC(C)=O>[Cl:13][C:14]1[CH:19]=[CH:18][CH:17]=[CH:16][C:15]=1[CH:20]([C:22]1[CH:27]=[CH:26][CH:25]=[CH:24][C:23]=1[Cl:28])[N:10]1[CH2:9][CH2:8][CH:7]([CH2:6][CH2:5][CH2:4][C:2]#[N:3])[CH2:12][CH2:11]1 |f:0.1,3.4.5|. Reported procedure: 20 g (106 mmol) 4-(3-cyanoprop-1-yl)-piperidin hydrochloride, 40.2 g (127 mmol) bis(2-chlorophenyl)-bromomethane and 35.2 g (254 mmol) potassium carbonate are heated to boiling in 90 ml acetone for six hours. After cooling, the mixture is freed from solution under vacuum. The residue is dispersed between 90 ml tolueneand 90 ml water. The aqueous phase is extracted with 10 ml tolueneand the combined organic phases are washed with 10 ml water. The organic phase is concentrated and the residue is c...